This data is from the Open Reaction Database (ORD), a public repository of structured organic reaction records. The task is: describe an organic reaction: reactants, conditions, products, and yield As a reaction SMILES: [Cl:1][c:2]1[cH:3][c:4]([NH:14][c:15]2[cH:16][cH:17][c:18]([S:21](=[O:22])(=[O:23])[CH3:24])[cH:19][cH:20]2)[n:5][c:6](-[c:8]2[cH:9][cH:10][cH:11][cH:12][cH:13]2)[n:7]1.[F:25][C:26]([O:27][c:28]1[cH:29][cH:30][c:31]([B:34]([OH:35])[OH:36])[cH:32][cH:33]1)([F:37])[F:38].[Na+:39].[Na+:40].[O-:41][C:42](=[O:43])[O-:44].[O:45]=[CH:46][N:47]([CH3:48])[CH3:49].[cH:50]1[cH:51][cH:52][c:53]([P:54]([Pd:55]([P:56]([c:57]2[cH:58][cH:59][cH:60][cH:61][cH:62]2)([c:63]2[cH:64][cH:65][cH:66][cH:67][cH:68]2)[c:69]2[cH:70][cH:71][cH:72][cH:73][cH:74]2)([P:75]([c:76]2[cH:77][cH:78][cH:79][cH:80][cH:81]2)([c:82]2[cH:83][cH:84][cH:85][cH:86][cH:87]2)[c:88]2[cH:89][cH:90][cH:91][cH:92][cH:93]2)[P:94]([c:95]2[cH:96][cH:97][cH:98][cH:99][cH:100]2)([c:101]2[cH:102][cH:103][cH:104][cH:105][cH:106]2)[c:107]2[cH:108][cH:109][cH:110][cH:111][cH:112]2)([c:113]2[cH:114][cH:115][cH:116][cH:117][cH:118]2)[c:119]2[cH:120][cH:121][cH:122][cH:123][cH:124]2)[cH:125][cH:126]1>>[c:2]1(-[c:31]2[cH:30][cH:29][c:28]([O:27][C:26]([F:25])([F:37])[F:38])[cH:33][cH:32]2)[cH:3][c:4]([NH:14][c:15]2[cH:16][cH:17][c:18]([S:21](=[O:22])(=[O:23])[CH3:24])[cH:19][cH:20]2)[n:5][c:6](-[c:8]2[cH:9][cH:10][cH:11][cH:12][cH:13]2)[n:7]1. The reactants are CS(=O)(=O)c1ccc(Nc2cc(Cl)nc(-c3ccccc3)n2)cc1, OB(O)c1ccc(OC(F)(F)F)cc1, [Na+], [Na+], O=C([O-])[O-], CN(C)C=O, c1ccc(P(c2ccccc2)(c2ccccc2)[Pd](P(c2ccccc2)(c2ccccc2)c2ccccc2)(P(c2ccccc2)(c2ccccc2)c2ccccc2)P(c2ccccc2)(c2ccccc2)c2ccccc2)cc1. Yields the product CS(=O)(=O)c1ccc(Nc2cc(-c3ccc(OC(F)(F)F)cc3)nc(-c3ccccc3)n2)cc1. Reactants: COC(=O)C=1N=CC=2NC3=CC=C(C=C3C2C1)O (6-hydroxy-β-carboline-3-carboxylic acid methyl ester), ClC1=NC=C(C=C1)[N+](=O)[O-] (2-chloro-5-nitropyridine). The product is COC(=O)C=1N=CC=2NC3=CC=C(C=C3C2C1)OC1=NC=C(C=C1)[N+](=O)[O-] (6-(5-Nitro-2-pyridyloxy)-β-carboline-3-carboxylic Acid Methyl Ester). As a reaction SMILES: [CH3:1][O:2][C:3]([C:5]1[N:6]=[CH:7][C:8]2[NH:9][C:10]3[C:15]([C:16]=2[CH:17]=1)=[CH:14][C:13]([OH:18])=[CH:12][CH:11]=3)=[O:4].Cl[C:20]1[CH:25]=[CH:24][C:23]([N+:26]([O-:28])=[O:27])=[CH:22][N:21]=1>>[CH3:1][O:2][C:3]([C:5]1[N:6]=[CH:7][C:8]2[NH:9][C:10]3[C:15]([C:16]=2[CH:17]=1)=[CH:14][C:13]([O:18][C:20]1[CH:25]=[CH:24][C:23]([N+:26]([O-:28])=[O:27])=[CH:22][N:21]=1)=[CH:12][CH:11]=3)=[O:4]. Procedure: In analogy to Example 8 from 6-hydroxy-β-carboline-3-carboxylic acid methyl ester and 2-chloro-5-nitropyridine, mp 150°-155° C. Starting materials: COC(=O)C=CCC(=O)OC, C1CCC2=NCCCN2CC1, CCOCC, CCOC(C)=O, C[Si](C)(C)CCOCn1ccc2c(-c3cn[nH]c3)ncnc21. Product: COC(=O)CC(CC(=O)OC)n1cc(-c2ncnc3c2ccn3COCC[Si](C)(C)C)cn1. As a reaction SMILES: [C:34]([CH:35]=[CH:36][CH2:37][C:38](=[O:39])[O:40][CH3:41])(=[O:42])[O:43][CH3:44].[CH2:23]1[CH2:24][CH2:25][C:26]2=[N:31][CH2:30][CH2:29][CH2:28][N:27]2[CH2:32][CH2:33]1.[CH2:45]([O:46][CH2:47][CH3:48])[CH3:49].[CH3:50][CH2:51][O:52][C:53](=[O:54])[CH3:55].[nH:1]1[n:2][cH:3][c:4](-[c:6]2[c:7]3[c:8]([n:9][cH:10][n:11]2)[n:12]([CH2:15][O:16][CH2:17][CH2:18][Si:19]([CH3:20])([CH3:21])[CH3:22])[cH:13][cH:14]3)[cH:5]1>>[n:1]1[n:2]([CH:36]([CH2:35][C:34](=[O:42])[O:43][CH3:44])[CH2:37][C:38](=[O:39])[O:40][CH3:41])[cH:3][c:4](-[c:6]2[c:7]3[c:8]([n:9][cH:10][n:11]2)[n:12]([CH2:15][O:16][CH2:17][CH2:18][Si:19]([CH3:20])([CH3:21])[CH3:22])[cH:13][cH:14]3)[cH:5]1. Starting materials: NC1=CC(=NN1C1=CC=CC=C1)C (5-amino-3-methyl-1-phenylpyrazole), C1(CCCCC1)=O (cyclohexanone). Solvent: C(C)(=O)O (acetic acid). Run at time 30 minute. The product is C1(=CCCCC1)C1=C(N(N=C1C)C1=CC=CC=C1)N (4-cyclohex-1-enyl-5-methyl-2-phenyl-2H-pyrazol-3-ylamine). Isolated yield 74.4%. As a reaction SMILES: [NH2:1][C:2]1[N:6]([C:7]2[CH:12]=[CH:11][CH:10]=[CH:9][CH:8]=2)[N:5]=[C:4]([CH3:13])[CH:3]=1.[C:14]1(=O)[CH2:19][CH2:18][CH2:17][CH2:16][CH2:15]1>C(O)(=O)C>[C:14]1([C:3]2[C:4]([CH3:13])=[N:5][N:6]([C:7]3[CH:12]=[CH:11][CH:10]=[CH:9][CH:8]=3)[C:2]=2[NH2:1])[CH2:19][CH2:18][CH2:17][CH2:16][CH:15]=1. Procedure: A solution of 5-amino-3-methyl-1-phenylpyrazole (8.66 g, 50 mmol) in acetic acid (70 mL) was treated with cyclohexanone (10.6 mL, 100 mmol) at ambient temperature for 40 hours. The volatiles were removed and the residue diluted with water and 10% sodium hydroxide added until the pH=12. The mixture was stirred with 10 mL of hexane for 30 minutes and the solid collected by filtration, washed with water and hexane and dried to give 9.43 g (74%) of the title compound. MS (DCI): m/z 254 (M+H)+. Starting materials: COC(=O)c1cnn2ccn(C)c12, Cl. The product is Cn1ccn2ncc(C(=O)O)c12. As a reaction SMILES: [CH3:1][n:2]1[cH:3][cH:4][n:5]2[n:6][cH:7][c:8]([C:10](=[O:11])[O:12][CH3:13])[c:9]12.[ClH:14]>>[CH3:1][n:2]1[cH:3][cH:4][n:5]2[n:6][cH:7][c:8]([C:10](=[O:11])[OH:12])[c:9]12. Reactants: C(C)OC(=O)C1=CC=C(C=C1)N1C(=CC=C1C)C#N (1-(4-ethoxycarbonylphenyl)-5-methylpyrrole-2-carbonitrile), S(=O)(=O)(Cl)Cl (sulfuryl chloride). The solvent is ClC(Cl)(Cl)Cl (tetrachloromethane). Run at temperature 5 celsius, time 1 hour. Product: ClC=1C=C(N(C1C)C1=CC=C(C=C1)C(=O)OCC)C#N (4-chloro-1-(4-ethoxycarbonylphenyl)-5-methylpyrrole-2-carbonitrile). RXN SMILES: [CH2:1]([O:3][C:4]([C:6]1[CH:11]=[CH:10][C:9]([N:12]2[C:16]([CH3:17])=[CH:15][CH:14]=[C:13]2[C:18]#[N:19])=[CH:8][CH:7]=1)=[O:5])[CH3:2].S(Cl)([Cl:23])(=O)=O>ClC(Cl)(Cl)Cl>[Cl:23][C:15]1[CH:14]=[C:13]([C:18]#[N:19])[N:12]([C:9]2[CH:10]=[CH:11][C:6]([C:4]([O:3][CH2:1][CH3:2])=[O:5])=[CH:7][CH:8]=2)[C:16]=1[CH3:17]. Procedure details: To a suspension of 1-(4-ethoxycarbonylphenyl)-5-methylpyrrole-2-carbonitrile (1.76 g) and silica gel (8.0 g, Mallinckrodt) in tetrachloromethane (26 ml) was added dropwise sulfuryl chloride (760 μl) at 5° C. under nitrogen atmosphere. The suspension was stirred at 5° C. for one hour and then at ambient temperature for half an hour. The mixture was filtered off and washed with a little amount of tetrachloromethane. The filtrate was concentrated in vacuo and the residue was purified by column chro... RXN SMILES: [CH:1]([C:4]1[C:5](=[O:20])[NH:6][C:7](=[O:19])[NH:8][C:9]=1[O:10][C:11]1[CH:16]=[C:15]([CH3:17])[CH:14]=[C:13]([CH3:18])[CH:12]=1)([CH3:3])[CH3:2].[CH3:21][O:22][C:23]1[CH:24]=[C:25]([CH:28]=[C:29]([O:31][CH3:32])[CH:30]=1)[CH2:26]Br>>[CH3:32][O:31][C:29]1[CH:28]=[C:25]([CH:24]=[C:23]([O:22][CH3:21])[CH:30]=1)[CH2:26][N:8]1[C:9]([O:10][C:11]2[CH:12]=[C:13]([CH3:18])[CH:14]=[C:15]([CH3:17])[CH:16]=2)=[C:4]([CH:1]([CH3:3])[CH3:2])[C:5](=[O:20])[NH:6][C:7]1=[O:19]. The yield is 64.8%. Yields the product COC=1C=C(CN2C(NC(C(=C2OC2=CC(=CC(=C2)C)C)C(C)C)=O)=O)C=C(C1)OC (1-(3,5-Dimethoxybenzyl)-5-isopropyl-6-(3,5-dimethylphenoxy)-2,4-pyrimidinedione). Reported procedure: 5-Isopropyl-6-(3,5-dimethylphenoxy)-2,4-pyrimidinedione and 3,5-dimethoxybenzyl bromide were reacted by the same way with the example 1 to obtain the titled compound (275 mg, yield: 64.8%). The reactants are C(C)(C)C=1C(NC(NC1OC1=CC(=CC(=C1)C)C)=O)=O (5-Isopropyl-6-(3,5-dimethylphenoxy)-2,4-pyrimidinedione), COC=1C=C(CBr)C=C(C1)OC (3,5-dimethoxybenzyl bromide). Reactants: aqueous solution, Cl (hydrochloric acid), [H-].[Na+] (sodium hydride), FC1=C(C=CC(=C1)F)C1(OC1)CN1N=CN=C1 (2-(2,4-difluorophenyl)-2-(1H-1,2,4-triazol-1-yl-methyl)oxirane), methyl ester, SCCC(=O)O (3-mercaptopropionic acid). The solvent is CN(C=O)C (dimethylformamide). Run at time 15 minute. The product is FC1=C(C=CC(=C1)F)C(CN1N=CN=C1)(CS)O (2-(2,4-difluorophenyl)-3-mercapto-1-(1H-1,2,4-triazol-1-yl)propan-2-ol). RXN SMILES: [F:1][C:2]1[CH:7]=[C:6]([F:8])[CH:5]=[CH:4][C:3]=1[C:9]1([CH2:12][N:13]2[CH:17]=[N:16][CH:15]=[N:14]2)[CH2:11][O:10]1.[SH:18]CCC(O)=O.[H-].[Na+].Cl>CN(C)C=O>[F:1][C:2]1[CH:7]=[C:6]([F:8])[CH:5]=[CH:4][C:3]=1[C:9]([OH:10])([CH2:11][SH:18])[CH2:12][N:13]1[CH:17]=[N:16][CH:15]=[N:14]1 |f:2.3|. Reported procedure: To a dimethylformamide (160 ml) solution of 2-(2,4-difluorophenyl)-2-(1H-1,2,4-triazol-1-yl-methyl)oxirane (8.0 g) and methyl ester of 3-mercaptopropionic acid was added, under ice-cooling, 60% sodium hydride (4.0 g). The mixture was stirred for 15 minutes, to which was added dropwise a 1N aqueous solution of hydrochloric acid (101 ml) to adjust the pH to 7, followed by distilling off dimethylformamide and water. To the residue was added water (20 ml), which was extracted with ethyl acetate (50 ... The reactants are CCOC(=O)/N=N/C(=O)OCC (DEAD), OC=1C=CC(=NC1)C=1SC(=CN1)C(=O)OC (methyl 2-(5-hydroxypyridin-2-yl)thiazole-5-carboxylate), O[C@@H]1C(NCC1)=O ((S)-3-hydroxy-pyrrolidin-2-one), C1=CC=C(C=C1)P(C2=CC=CC=C2)C3=CC=CC=C3 (PPh3). The solvent is C1CCOC1 (THF), C(C)(=O)OCC (ethyl acetate). Conditions: time 12 hour. Yields the product O=C1NCC[C@H]1OC=1C=CC(=NC1)C=1SC(=CN1)C(=O)OC ((R)-Methyl 2-(5-(2-oxopyrrolidin-3-yloxy)pyridin-2-yl)thiazole-5-carboxylate). As a reaction SMILES: [OH:1][C:2]1[CH:3]=[CH:4][C:5]([C:8]2[S:9][C:10]([C:13]([O:15][CH3:16])=[O:14])=[CH:11][N:12]=2)=[N:6][CH:7]=1.O[C@H:18]1[CH2:22][CH2:21][NH:20][C:19]1=[O:23].C1C=CC(P(C2C=CC=CC=2)C2C=CC=CC=2)=CC=1.CCOC(/N=N/C(OCC)=O)=O>C(OCC)(=O)C.C1COCC1>[O:23]=[C:19]1[C@H:18]([O:1][C:2]2[CH:3]=[CH:4][C:5]([C:8]3[S:9][C:10]([C:13]([O:15][CH3:16])=[O:14])=[CH:11][N:12]=3)=[N:6][CH:7]=2)[CH2:22][CH2:21][NH:20]1. Procedure: To a round-bottomed flask was added methyl 2-(5-hydroxypyridin-2-yl)thiazole-5-carboxylate (400 mg), (S)-3-hydroxy-pyrrolidin-2-one (188 mg), PPh3 (443 mg), and THF (10 mL). DEAD (299 mg) was added dropwise at 0° C. under nitrogen atmosphere. The reaction mixture was stirred at room temperature for 12 hours. After being diluted with ethyl acetate (50 mL), the organic layer was washed with water (20 mL×2) and brine (10 mL) and dried over anhydrous Na2SO4. After filtration and evaporation of the s... Starting materials: CCO, CC(C)c1nc(N)c(N=Nc2ccccc2)c(=O)[nH]1, [Na+], [Na+], O, O=S([O-])S(=O)[O-]. Product: CC(C)c1nc(N)c(N)c(=O)[nH]1. Reaction SMILES: [CH3:28][CH2:29][OH:30].[NH2:9][c:10]1[n:11][c:12]([CH:25]([CH3:26])[CH3:27])[nH:13][c:14](=[O:24])[c:15]1[N:16]=[N:17][c:18]1[cH:19][cH:20][cH:21][cH:22][cH:23]1.[Na+:7].[Na+:8].[OH2:31].[S:1]([S:2]([O-:3])=[O:4])([O-:5])=[O:6]>>[NH2:9][c:10]1[n:11][c:12]([CH:25]([CH3:26])[CH3:27])[nH:13][c:14](=[O:24])[c:15]1[NH2:16].